From a dataset of the Open Reaction Database (ORD), a public repository of structured organic reaction records. describe an organic reaction: reactants, conditions, products, and yield Reactants: COCC(=O)Cl, Cl, O=C(NC1CCCNC1)c1c[nH]c2c(-c3c(OCC4CC4)ccc4c3OCO4)ncnc12. The product is COCC(=O)N1CCCC(NC(=O)c2c[nH]c3c(-c4c(OCC5CC5)ccc5c4OCO5)ncnc23)C1. RXN SMILES: [CH3:34][O:35][CH2:36][C:37](=[O:38])[Cl:39].[ClH:1].[NH:2]1[CH2:3][CH:4]([NH:8][C:9](=[O:10])[c:11]2[cH:12][nH:13][c:14]3[c:15]2[n:16][cH:17][n:18][c:19]3-[c:20]2[c:21]([O:29][CH2:30][CH:31]3[CH2:32][CH2:33]3)[cH:22][cH:23][c:24]3[c:28]2[O:27][CH2:26][O:25]3)[CH2:5][CH2:6][CH2:7]1>>[N:2]1([C:37]([CH2:36][O:35][CH3:34])=[O:38])[CH2:3][CH:4]([NH:8][C:9](=[O:10])[c:11]2[cH:12][nH:13][c:14]3[c:15]2[n:16][cH:17][n:18][c:19]3-[c:20]2[c:21]([O:29][CH2:30][CH:31]3[CH2:32][CH2:33]3)[cH:22][cH:23][c:24]3[c:28]2[O:27][CH2:26][O:25]3)[CH2:5][CH2:6][CH2:7]1. Starting materials: [Al+3], C1CCOC1, CCO, [H-], [H-], [H-], [H-], [Li+], N#CC1CN(C(c2ccccc2)c2ccccc2)C1. Yields the product NCC1CN(C(c2ccccc2)c2ccccc2)C1. As a reaction SMILES: [Al+3:26].[CH2:20]1[O:21][CH2:22][CH2:23][CH2:24]1.[CH3:31][CH2:32][OH:33].[H-:25].[H-:28].[H-:29].[H-:30].[Li+:27].[c:1]1([CH:7]([N:8]2[CH2:9][CH:10]([C:12]#[N:13])[CH2:11]2)[c:14]2[cH:15][cH:16][cH:17][cH:18][cH:19]2)[cH:2][cH:3][cH:4][cH:5][cH:6]1>>[c:1]1([CH:7]([N:8]2[CH2:9][CH:10]([CH2:12][NH2:13])[CH2:11]2)[c:14]2[cH:15][cH:16][cH:17][cH:18][cH:19]2)[cH:2][cH:3][cH:4][cH:5][cH:6]1. The reactants are C1CCOC1, O=C(OO)c1cccc(Cl)c1, O=C(O)c1ccc(-c2cccnc2)cc1. Product: O=C(O)c1ccc(-c2ccc[n+]([O-])c2)cc1. Reaction SMILES: [CH2:27]1[O:28][CH2:29][CH2:30][CH2:31]1.[OH:16][O:17][C:18]([c:19]1[cH:20][c:21]([Cl:22])[cH:23][cH:24][cH:25]1)=[O:26].[n:1]1[cH:2][c:3](-[c:7]2[cH:8][cH:9][c:10]([C:11](=[O:12])[OH:13])[cH:14][cH:15]2)[cH:4][cH:5][cH:6]1>>[n+:1]1([O-:16])[cH:2][c:3](-[c:7]2[cH:8][cH:9][c:10]([C:11](=[O:12])[OH:13])[cH:14][cH:15]2)[cH:4][cH:5][cH:6]1. Starting materials: C1CCOC1, CCOC(=O)c1cc(Oc2ccc3c(c2)CCN3C(=O)Nc2cccc(C(F)(F)F)c2)ncn1, [Li+], [OH-]. The product is O=C(O)c1cc(Oc2ccc3c(c2)CCN3C(=O)Nc2cccc(C(F)(F)F)c2)ncn1. Reaction SMILES: [CH2:37]1[O:38][CH2:39][CH2:40][CH2:41]1.[CH2:3]([CH3:4])[O:5][C:6](=[O:7])[c:8]1[n:9][cH:10][n:11][c:12]([O:14][c:15]2[cH:16][c:17]3[c:21]([cH:22][cH:23]2)[N:20]([C:24]([NH:25][c:26]2[cH:27][c:28]([C:32]([F:33])([F:34])[F:35])[cH:29][cH:30][cH:31]2)=[O:36])[CH2:19][CH2:18]3)[cH:13]1.[Li+:2].[OH-:1]>>[O:5]=[C:6]([OH:7])[c:8]1[n:9][cH:10][n:11][c:12]([O:14][c:15]2[cH:16][c:17]3[c:21]([cH:22][cH:23]2)[N:20]([C:24]([NH:25][c:26]2[cH:27][c:28]([C:32]([F:33])([F:34])[F:35])[cH:29][cH:30][cH:31]2)=[O:36])[CH2:19][CH2:18]3)[cH:13]1.